From a dataset of the Open Reaction Database (ORD), a public repository of structured organic reaction records. describe an organic reaction: reactants, conditions, products, and yield The reactants are C12C(C(C(CC1)C2)=O)=O (bicyclo[2.2.1]heptane-2,3-dione), COP(OC)(=O)CC(C1=C(C=CC=C1)OC(F)(F)F)=O ([2-Oxo-2-(2-trifluoromethoxy-phenyl)-ethyl]-phosphonic acid dimethyl ester), O.NN (hydrazine monohydrate). The product is FC(OC1=C(C=CC=C1)C1=NN=C2C3CCC(C2=C1)C3)(F)F ((1SR,8RS)-5-(2-Trifluoromethoxy-phenyl)-3,4-diaza-tricyclo[6.2.1.02,7]undeca-2,4,6-triene). Reaction SMILES: [CH:1]12[CH2:7][CH:4]([CH2:5][CH2:6]1)[C:3](=O)[C:2]2=O.COP([CH2:16][C:17](=O)[C:18]1[CH:23]=[CH:22][CH:21]=[CH:20][C:19]=1[O:24][C:25]([F:28])([F:27])[F:26])(=O)OC.O.[NH2:31][NH2:32]>>[F:26][C:25]([F:28])([F:27])[O:24][C:19]1[CH:20]=[CH:21][CH:22]=[CH:23][C:18]=1[C:17]1[CH:16]=[C:3]2[C:2]([CH:1]3[CH2:7][CH:4]2[CH2:5][CH2:6]3)=[N:32][N:31]=1 |f:2.3|. Procedure: yellow gum. MS (EI): 306.2 (M+). Prepared from bicyclo[2.2.1]heptane-2,3-dione, [2-Oxo-2-(2-trifluoromethoxy-phenyl)-ethyl]-phosphonic acid dimethyl ester, hydrazine monohydrate.